Dataset: the Open Reaction Database (ORD), a public repository of structured organic reaction records. Task: describe an organic reaction: reactants, conditions, products, and yield The reactants are CC1(C)CN(C(=O)OCc2ccccc2)CC1=O, CC(=O)[O-], CON, CO, Cl, [Na+]. Yields the product CON=C1CN(C(=O)OCc2ccccc2)CC1(C)C. Reaction SMILES: [CH3:1][C:2]1([CH3:18])[CH2:3][N:4]([C:8](=[O:9])[O:10][CH2:11][c:12]2[cH:13][cH:14][cH:15][cH:16][cH:17]2)[CH2:5][C:6]1=[O:7].[CH3:20][C:21](=[O:22])[O-:23].[CH3:25][O:26][NH2:27].[CH3:28][OH:29].[ClH:24].[Na+:19]>>[CH3:1][C:2]1([CH3:18])[CH2:3][N:4]([C:8](=[O:9])[O:10][CH2:11][c:12]2[cH:13][cH:14][cH:15][cH:16][cH:17]2)[CH2:5][C:6]1=[N:27][O:26][CH3:25]. The reactants are CO (Methanol), CC(C)([O-])C.[K+] (potassium tert-butoxide), BrC1=C(C(=CC(=C1)Cl)F)Cl (1-bromo-2,5-dichloro-3-fluorobenzene). Solvent: hexanes, O (water), C1(=CC=CC=C1)C.CN1CCCN(C1=O)C (toluene DMPU). Run at time 25 minute. The product is BrC1=C(C(=CC(=C1)Cl)OC)Cl (1-bromo-2,5-dichloro-3-methoxybenzene). As a reaction SMILES: CO.C[C:4](C)([O-:6])C.[K+].[Br:9][C:10]1[CH:15]=[C:14]([Cl:16])[CH:13]=[C:12](F)[C:11]=1[Cl:18]>C1(C)C=CC=CC=1.CN1C(=O)N(C)CCC1.O>[Br:9][C:10]1[CH:15]=[C:14]([Cl:16])[CH:13]=[C:12]([O:6][CH3:4])[C:11]=1[Cl:18] |f:1.2,4.5|. Procedure details: Methanol (5 mL) was added to potassium tert-butoxide (3.94 g, 123 mmol) suspended in toluene/DMPU (3:1, 240 mL), and the mixture was placed in an oil bath at 80° C. under N2 with a reflux condenser for 25 minutes to obtain a solution. The solution was then allowed to cool to room temperature under N2, after which 1-bromo-2,5-dichloro-3-fluorobenzene (10 g, 41 mmol) was added dropwise to the solution and the resulting suspension was placed in an oil bath at 80° C. under N2. After 4 hours, the rea... Reactants: FB(F)F, CCOC(=O)c1ccc2c(c1)N(CC(=O)OC(C)(C)C)C(=O)C(CCCc1ccc(OC)cc1)S2, CCOCC, CSC, ClCCl, Cl. Yields the product CCOC(=O)c1ccc2c(c1)N(CC(=O)O)C(=O)C(CCCc1ccc(OC)cc1)S2. As a reaction SMILES: [B:6]([F:7])([F:8])[F:9].[C:10]([CH3:11])([CH3:12])([CH3:13])[O:14][C:15]([CH2:16][N:17]1[C:18](=[O:43])[CH:19]([CH2:32][CH2:33][CH2:34][c:35]2[cH:36][cH:37][c:38]([O:41][CH3:42])[cH:39][cH:40]2)[S:20][c:21]2[c:22]1[cH:23][c:24]([C:27](=[O:28])[O:29][CH2:30][CH3:31])[cH:25][cH:26]2)=[O:44].[CH2:1]([O:2][CH2:3][CH3:4])[CH3:5].[CH3:45][S:46][CH3:47].[Cl:49][CH2:50][Cl:51].[ClH:48]>>[O:14]=[C:15]([CH2:16][N:17]1[C:18](=[O:43])[CH:19]([CH2:32][CH2:33][CH2:34][c:35]2[cH:36][cH:37][c:38]([O:41][CH3:42])[cH:39][cH:40]2)[S:20][c:21]2[c:22]1[cH:23][c:24]([C:27](=[O:28])[O:29][CH2:30][CH3:31])[cH:25][cH:26]2)[OH:44]. Yields the product Nc1ccccc1NCCc1ccncc1. RXN SMILES: [CH3:21][OH:22].[H:19][H:20].[n:1]1[cH:2][cH:3][c:4]([CH2:7][CH2:8][NH:9][c:10]2[c:11]([N+:16]([O-:17])=[O:18])[cH:12][cH:13][cH:14][cH:15]2)[cH:5][cH:6]1>>[n:1]1[cH:2][cH:3][c:4]([CH2:7][CH2:8][NH:9][c:10]2[c:11]([NH2:16])[cH:12][cH:13][cH:14][cH:15]2)[cH:5][cH:6]1. The reactants are CO, [H][H], O=[N+]([O-])c1ccccc1NCCc1ccncc1. The reactants are CCC(=C)CC\C=C(/C)\CCC=C(C)C ((E)-β-farnesene), CCC(=C)CC\C=C(/C)\CCC=C(C)C ((E)-β-farnesene), C(=O)C=C (acrolein). Conditions: temperature 100 celsius. Product: C(=O)C1CCC(=CC1)CCC=C(CCC=C(C)C)C (1-formyl-4-(4,8-dimethyl-3,7-nonadienyl)-cyclohex-4-ene). Isolated yield 50.0%. As a reaction SMILES: [CH3:1][CH2:2][C:3]([CH2:5][CH2:6]/[CH:7]=[C:8](/[CH2:10][CH2:11][CH:12]=[C:13]([CH3:15])[CH3:14])\[CH3:9])=[CH2:4].[CH:16]([CH:18]=[CH2:19])=[O:17]>>[CH:16]([CH:18]1[CH2:19][CH:4]=[C:3]([CH2:5][CH2:6][CH:7]=[C:8]([CH3:9])[CH2:10][CH2:11][CH:12]=[C:13]([CH3:14])[CH3:15])[CH2:2][CH2:1]1)=[O:17]. Procedure details: The (E)-β-farnesene-containing product of Example 1 (5.0 g) and acrolein (3.0 g) are heated together at 100° C. for two hours. The mixture is then distilled under reduced pressure to give 1-formyl-4-(4,8-dimethyl-3,7-nonadienyl)-cyclohex-4-ene as a yellow oil (2.2 g, 50%); b.p. 140°-150°/0.5τ; nD20 1.5033; M+ (m/z as % base peak): 260 (3.6); δ (CCl4) 1.70 (M, 9H), 1.90-2.30 (m, 15H), 5.16 (m, 2H), 5.50 (br, t, 1H), 9.84 (br, s, 1H). Starting materials: C(CC(=O)OC)(=O)OC (dimethyl malonate), [H-].[Na+] (sodium hydride), IC1=C(C=CC=C1)COC1=C(C=CC=C1)C (1-iodo-2- [(2-methylphenoxy)methyl]benzene), cuprous iodide. Solvent: CN1CCCN(C1=O)C (DMPU), Cl (HCl), CN1C(N(CCC1)C)=O (1,3-dimethyl-3,4,5,6-tetrahydro-2 [1H]-pyrimidinone). Reaction conditions: time 20 minute. Product: CC1=C(OCC2=C(C=CC=C2)C(C(=O)OC)C(=O)OC)C=CC=C1 (Dimethyl [2-[(2-methylphenoxy)methyl]phenyl]propanedioate). The yield is 79.0%. As a reaction SMILES: [H-].[Na+].[C:3]([O:10][CH3:11])(=[O:9])[CH2:4][C:5]([O:7][CH3:8])=[O:6].I[C:13]1[CH:18]=[CH:17][CH:16]=[CH:15][C:14]=1[CH2:19][O:20][C:21]1[CH:26]=[CH:25][CH:24]=[CH:23][C:22]=1[CH3:27]>CN1CCCN(C)C1=O.Cl>[CH3:27][C:22]1[CH:23]=[CH:24][CH:25]=[CH:26][C:21]=1[O:20][CH2:19][C:14]1[CH:15]=[CH:16][CH:17]=[CH:18][C:13]=1[CH:4]([C:3]([O:10][CH3:11])=[O:9])[C:5]([O:7][CH3:8])=[O:6] |f:0.1|. Procedure: To a suspension of sodium hydride (60% oil dispersion) (15.4 g) in 90 mL of 1,3-dimethyl-3,4,5,6-tetrahydro-2 [1H]-pyrimidinone (DMPU), cooled in an ice-water bath, was added dropwise a solution of dimethyl malonate (44 mL) in DMPU (150 mL). The mixture was stirred 20 minutes after the addition was completed, and then 1-iodo-2- [(2-methylphenoxy)methyl]benzene (62.5 g) and cuprous iodide (73.3 g) were added. The resulting mixture was stirred at 100° C. for 5 h, then stirred at 25° C. overnight. ... Reactants: solution, Cl (hydrochloric acid), NCC1(C2C=CCC2C1)CC(=O)OC(C)(C)C (tert-butyl [6-(aminomethyl)bicyclo[3.2.0]hept-3-en-6-yl]acetate). The solvent is C(C)(=O)OCC (ethyl acetate). Reaction conditions: time 1 hour. Yields the product NCC1(C2C=CCC2C1)CC(=O)O ([6-(Aminomethyl)bicyclo[3.2.0]hept-3-en-6-yl]acetic acid). Yield: 28.0%. Reaction SMILES: Cl.[NH2:2][CH2:3][C:4]1([CH2:11][C:12]([O:14]C(C)(C)C)=[O:13])[CH2:10][CH:9]2[CH:5]1[CH:6]=[CH:7][CH2:8]2>C(OCC)(=O)C>[NH2:2][CH2:3][C:4]1([CH2:11][C:12]([OH:14])=[O:13])[CH2:10][CH:9]2[CH:5]1[CH:6]=[CH:7][CH2:8]2. Procedure: A 4 N solution of hydrochloric acid in ethyl acetate (10 mL) was added to tert-butyl [6-(aminomethyl)bicyclo[3.2.0]hept-3-en-6-yl]acetate (0.99 g, 4.17 mmol), and the mixture was stirred at room temperature for 1 hour. Then, the solvent was distilled off under reduced pressure. The residue was suspended by the addition of dichloromethane. To the suspension, triethylamine was then added dropwise, and the resulting powder was collected by filtration. The obtained powder was washed with dichloromet... Reported procedure: A mixture of 4-(chloromethyl)-6,7-dihydro-4H-thieno[3,2-c]pyran (1 g, 5.305 mmol, 1 eq), pyrrolidine (11.3 g, 159.1 mmol, 30 eq) and NaI (50 mg) in DMF (50 mL) in a sealed tube was stirred at 130° C. for 6 hr. The reaction mixture was cooled and poured into H2O and the pH was adjusted to ˜2 with 2N HCl. The resulting solution was washed with EtOAc. The aqueous layer was then adjusted to pH 9-10 and extracted with EtOAc. The EtOAc layers were washed with brine, dried over Na2SO4, filtered, and co... Solvent: CN(C)C=O (DMF), O (H2O). Starting materials: Cl (HCl), ClCC1OCCC2=C1C=CS2 (4-(chloromethyl)-6,7-dihydro-4H-thieno[3,2-c]pyran), N1CCCC1 (pyrrolidine), [Na+].[I-] (NaI). Yields the product S1C=CC=2C(OCCC21)CN2CCCC2 (1-((6,7-dihydro-4H-thieno[3,2-c]pyran-4-yl)methyl)pyrrolidine). Reaction SMILES: Cl[CH2:2][CH:3]1[C:8]2[CH:9]=[CH:10][S:11][C:7]=2[CH2:6][CH2:5][O:4]1.[NH:12]1[CH2:16][CH2:15][CH2:14][CH2:13]1.[Na+].[I-].Cl>CN(C=O)C.O>[S:11]1[C:7]2[CH2:6][CH2:5][O:4][CH:3]([CH2:2][N:12]3[CH2:16][CH2:15][CH2:14][CH2:13]3)[C:8]=2[CH:9]=[CH:10]1 |f:2.3|. Reaction conditions: temperature 130 celsius, time 6 hour. Reactants: NN (hydrazine), C(#N)C1=C(C(=C(NC1=S)C1=CC=C(C=C1)OC)C(=O)OCC)C1=C(C=CC=C1)[N+](=O)[O-] (ethyl 5-cyano-2-(4-methoxyphenyl)-4-(2-nitrophenyl)-6-thioxo-1,6-dihydropyridine-3-carboxylate). Run in C(C)O (ethanol). Reaction conditions: time 5 hour. Product: NC1=NNC2=NC(=C(C(=C21)C2=C(C=CC=C2)[N+](=O)[O-])C(=O)OCC)C2=CC=C(C=C2)OC (ethyl 3-amino-6-(4-methoxyphenyl)-4-(2-nitrophenyl)-1H-pyrazolo[3,4-b]pyridine-5-carboxylate). Isolated yield 74.0%. Reaction SMILES: [NH2:1][NH2:2].[C:3]([C:5]1[C:10](=S)[NH:9][C:8]([C:12]2[CH:17]=[CH:16][C:15]([O:18][CH3:19])=[CH:14][CH:13]=2)=[C:7]([C:20]([O:22][CH2:23][CH3:24])=[O:21])[C:6]=1[C:25]1[CH:30]=[CH:29][CH:28]=[CH:27][C:26]=1[N+:31]([O-:33])=[O:32])#[N:4]>C(O)C>[NH2:4][C:3]1[C:5]2[C:10](=[N:9][C:8]([C:12]3[CH:17]=[CH:16][C:15]([O:18][CH3:19])=[CH:14][CH:13]=3)=[C:7]([C:20]([O:22][CH2:23][CH3:24])=[O:21])[C:6]=2[C:25]2[CH:30]=[CH:29][CH:28]=[CH:27][C:26]=2[N+:31]([O-:33])=[O:32])[NH:2][N:1]=1. Procedure details: 0.5 ml of hydrazine is added to a solution of 0.21 g (0.46 mmol) of ethyl 5-cyano-2-(4-methoxyphenyl)-4-(2-nitrophenyl)-6-thioxo-1,6-dihydropyridine-3-carboxylate dissolved in 2 ml of ethanol. The reaction medium is carried at 90° C. for 5 hours. The precipitate obtained is filtered and then recrystallized in a methanol/diethyl ether mixture to yield 0.20 g (74%) of ethyl 3-amino-6-(4-methoxyphenyl)-4-(2-nitrophenyl)-1H-pyrazolo[3,4-b]pyridine-5-carboxylate in the form of a yellow solid. Reactants: FC1=CC=C(C=C1)[C@@H](C[C@@H](C(=O)NOC1OCCCC1)CCCC)OC ((2S)-2-((R)-2-(4-fluorophenyl)-2-methoxyethyl)-N-(tetrahydro-2H-pyran-2-yloxy)hexanamide), C(=O)(C(F)(F)F)O (TFA). Solvent: C(Cl)Cl (DCM). Reaction conditions: time 30 minute. Product: FC1=CC=C(C=C1)[C@@H](C[C@@H](C(=O)NO)CCCC)OC ((S)-2-((R)-2-(4-fluorophenyl)-2-methoxyethyl)-N-hydroxyhexanamide). Isolated yield 76.5%. As a reaction SMILES: [F:1][C:2]1[CH:7]=[CH:6][C:5]([C@H:8]([O:25][CH3:26])[CH2:9][C@H:10]([CH2:21][CH2:22][CH2:23][CH3:24])[C:11]([NH:13][O:14]C2CCCCO2)=[O:12])=[CH:4][CH:3]=1.C(O)(C(F)(F)F)=O>C(Cl)Cl>[F:1][C:2]1[CH:7]=[CH:6][C:5]([C@H:8]([O:25][CH3:26])[CH2:9][C@H:10]([CH2:21][CH2:22][CH2:23][CH3:24])[C:11]([NH:13][OH:14])=[O:12])=[CH:4][CH:3]=1. Reported procedure: To a solution of (2S)-2-((R)-2-(4-fluorophenyl)-2-methoxyethyl)-N-(tetrahydro-2H-pyran-2-yloxy)hexanamide (43 mg, 0.12 mmol) in 3 mL DCM was slowly added 3 mL TFA followed by stirring for 30 min at room temperature. The solvent was evaporated and the product isolated by flash column chromatography eluting with 0% to 10% methanol/DCM to give 26 mg of the title compound as white solid.